Dataset: the Open Reaction Database (ORD), a public repository of structured organic reaction records. Task: describe an organic reaction: reactants, conditions, products, and yield Starting materials: [OH-].[Na+] (sodium hydroxide), O=C1C2=C(OC3=NC=CC=C31)C=CC(=C2)C#N (5-oxo-5H-[1]benzopyrano[2,3-b]pyridine-7-carbonitrile), S(O)(O)(=O)=O (sulfuric acid), C(C)(=O)O (acetic acid). The solvent is O (water). Product: O=C1C2=C(OC3=NC=CC=C31)C=CC(=C2)C(=O)O (5-oxo-5H-[1]benzopyrano[2,3-b]pyridine-7-carboxylic acid). As a reaction SMILES: [O:1]=[C:2]1[C:11]2[C:6](=[N:7][CH:8]=[CH:9][CH:10]=2)[O:5][C:4]2[CH:12]=[CH:13]C(C#N)=[CH:15][C:3]1=2.S(=O)(=O)(O)O.[C:23]([OH:26])(=[O:25])[CH3:24].[OH-].[Na+]>O>[O:1]=[C:2]1[C:11]2[C:6](=[N:7][CH:8]=[CH:9][CH:10]=2)[O:5][C:4]2[CH:12]=[CH:13][C:24]([C:23]([OH:26])=[O:25])=[CH:15][C:3]1=2 |f:3.4|. Reported procedure: A mixture of 3 g of 5-oxo-5H-[1]benzopyrano[2,3-b]pyridine-7-carbonitrile, 30 ml of sulfuric acid, 30 ml of acetic acid and 30 ml of water is heated under reflux for 3 hours. The reaction mixture is poured on ice, and adjusted to pH 3 by addition of 10% sodium hydroxide. The crystalline precipitate is filtered off and recrystallized from a mixture of dioxane and dimethylformamide to give 1.5 g of 5-oxo-5H-[1]benzopyrano[2,3-b]pyridine-7-carboxylic acid melting at 293°-294°C. Reactants: CCCCN(Cc1ccc(OCC(=O)OC)c(C)c1)c1cccc(-c2ccc(C(F)(F)F)cc2)n1, CO, [Na+], C1CCOC1, [OH-]. Yields the product CCCCN(Cc1ccc(OCC(=O)O)c(C)c1)c1cccc(-c2ccc(C(F)(F)F)cc2)n1. As a reaction SMILES: [CH2:1]([CH2:2][CH2:3][CH3:4])[N:5]([c:6]1[n:7][c:8](-[c:12]2[cH:13][cH:14][c:15]([C:18]([F:19])([F:20])[F:21])[cH:16][cH:17]2)[cH:9][cH:10][cH:11]1)[CH2:22][c:23]1[cH:24][c:25]([CH3:35])[c:26]([O:27][CH2:28][C:29](=[O:30])[O:31][CH3:32])[cH:33][cH:34]1.[CH3:38][OH:39].[Na+:37].[O:40]1[CH2:41][CH2:42][CH2:43][CH2:44]1.[OH-:36]>>[CH2:1]([CH2:2][CH2:3][CH3:4])[N:5]([c:6]1[n:7][c:8](-[c:12]2[cH:13][cH:14][c:15]([C:18]([F:19])([F:20])[F:21])[cH:16][cH:17]2)[cH:9][cH:10][cH:11]1)[CH2:22][c:23]1[cH:24][c:25]([CH3:35])[c:26]([O:27][CH2:28][C:29](=[O:30])[OH:31])[cH:33][cH:34]1. Reactants: CN, CC(C)O, O=C1CCCc2ccccc2O1. The product is CNC(=O)CCCc1ccccc1O. RXN SMILES: [CH3:13][NH2:14].[CH:15]([OH:16])([CH3:17])[CH3:18].[O:1]1[c:2]2[c:3]([cH:9][cH:10][cH:11][cH:12]2)[CH2:4][CH2:5][CH2:6][C:7]1=[O:8]>>[OH:1][c:2]1[c:3]([CH2:4][CH2:5][CH2:6][C:7](=[O:8])[NH:14][CH3:13])[cH:9][cH:10][cH:11][cH:12]1.